This data is from the Open Reaction Database (ORD), a public repository of structured organic reaction records. The task is: describe an organic reaction: reactants, conditions, products, and yield The reactants are FC1=C(N)C=C(C(=C1)Cl)OC1CCCC1 (2-fluoro-4-chloro-5-cyclopentyloxyaniline), C1(C2=C(C(=O)O1)CCCC2)=O (3,4,5,6-tetrahydrophthalic anhydride), O (Water). Run in C(C)(=O)O (acetic acid). Product: FC1=C(C=C(C(=C1)Cl)OC1CCCC1)N1C(C2=C(C1=O)CCCC2)=O (N-(2-fluoro-4-chloro-5-cyclopentyloxyphenyl)-3,4,5,6-tetrahydrophthalimide). Isolated yield 65.0%. Reaction SMILES: [F:1][C:2]1[CH:8]=[C:7]([Cl:9])[C:6]([O:10][CH:11]2[CH2:15][CH2:14][CH2:13][CH2:12]2)=[CH:5][C:3]=1[NH2:4].[C:16]1(=O)[O:21][C:19](=[O:20])[C:18]2[CH2:22][CH2:23][CH2:24][CH2:25][C:17]1=2.O>C(O)(=O)C>[F:1][C:2]1[CH:8]=[C:7]([Cl:9])[C:6]([O:10][CH:11]2[CH2:15][CH2:14][CH2:13][CH2:12]2)=[CH:5][C:3]=1[N:4]1[C:19](=[O:20])[C:18]2[CH2:22][CH2:23][CH2:24][CH2:25][C:17]=2[C:16]1=[O:21]. Reported procedure: A solution of 2-fluoro-4-chloro-5-cyclopentyloxyaniline (0.50 g, 2.18 mmol) and 3,4,5,6-tetrahydrophthalic anhydride (0.398 g, 2.61 mmol) in acetic acid (3.0 ml) was stirred for 3 hours under refluxing. Water (20 ml) was added to the resulting reaction mixture, and the mixture was extracted with ethyl acetate (20 ml×3 times). The organic layer was dried, and the solvent was distilled off under reduced pressure. The resulting pale yellow oily substance was purified by silica gel column chromatogr...